Task: describe an organic reaction: reactants, conditions, products, and yield. Dataset: the Open Reaction Database (ORD), a public repository of structured organic reaction records Starting materials: ClCCCCCCOC=1C=C(C=CC1)C(C)=O (1-{3-[(6-chlorohexyl)oxy]phenyl}ethanone), N1CCC(CC1)C=1C=C(C=CC1)NC(=O)C1CC1 (N-[3-(4-piperidinyl)phenyl]cyclopropanecarboxamide). Yields the product C(C)(=O)C=1C=C(OCCCCCCN2CCC(CC2)C=2C=C(C=CC2)NC(=O)C2CC2)C=CC1 (N-(3-{1-[6-(3-ACETYLPHENOXY)HEXYL]-4-PIPERIDINYL}PHENYL)CYCLOPROPANECARBOXAMIDE). As a reaction SMILES: Cl[CH2:2][CH2:3][CH2:4][CH2:5][CH2:6][CH2:7][O:8][C:9]1[CH:10]=[C:11]([C:15](=[O:17])[CH3:16])[CH:12]=[CH:13][CH:14]=1.[NH:18]1[CH2:23][CH2:22][CH:21]([C:24]2[CH:25]=[C:26]([NH:30][C:31]([CH:33]3[CH2:35][CH2:34]3)=[O:32])[CH:27]=[CH:28][CH:29]=2)[CH2:20][CH2:19]1>>[C:15]([C:11]1[CH:10]=[C:9]([CH:14]=[CH:13][CH:12]=1)[O:8][CH2:7][CH2:6][CH2:5][CH2:4][CH2:3][CH2:2][N:18]1[CH2:23][CH2:22][CH:21]([C:24]2[CH:25]=[C:26]([NH:30][C:31]([CH:33]3[CH2:34][CH2:35]3)=[O:32])[CH:27]=[CH:28][CH:29]=2)[CH2:20][CH2:19]1)(=[O:17])[CH3:16]. Reported procedure: Prepared by Procedure G and Scheme B1 using 1-{3-[(6-chlorohexyl)oxy]phenyl}ethanone and N-[3-(4-piperidinyl)phenyl]cyclopropanecarboxamide: ESMS m/e: 463.3 (M+H)+. The reactants are OC1=C2C(=C3C(=CC(OC3=C1C(CC)O)=O)CCC)OC(C=C2)(C)C (5-Hydroxy-6-(1-hydroxypropyl)-2,2-dimethyl-10-propyl-2H-pyrano[2,3-f]chromen-8-one), [H][H] (hydrogen), N (ammonia). Reagents/catalysts: [Pt]=O (platinum oxide). The solvent is C1(=CC=CC=C1)C (toluene). The product is OC1=C2C(=C3C(=CC(OC3=C1C(CC)O)=O)CCC)OC(CC2)(C)C (5-Hydroxy-6-(1-hydroxypropyl)-2,2-dimethyl-10-propyl-3,4-dihydro-2H-pyrano[2,3-f]chromen-8-one). The yield is 62.7%. As a reaction SMILES: [OH:1][C:2]1[C:11]([CH:12]([OH:15])[CH2:13][CH3:14])=[C:10]2[C:5]([C:6]([CH2:17][CH2:18][CH3:19])=[CH:7][C:8](=[O:16])[O:9]2)=[C:4]2[O:20][C:21]([CH3:25])([CH3:24])[CH:22]=[CH:23][C:3]=12.N.[H][H]>C1(C)C=CC=CC=1.[Pt]=O>[OH:1][C:2]1[C:11]([CH:12]([OH:15])[CH2:13][CH3:14])=[C:10]2[C:5]([C:6]([CH2:17][CH2:18][CH3:19])=[CH:7][C:8](=[O:16])[O:9]2)=[C:4]2[O:20][C:21]([CH3:25])([CH3:24])[CH2:22][CH2:23][C:3]=12. Reported procedure: A mixture of 5-hydroxy-6-(1-hydroxypropyl)-2,2-dimethyl-10-propyl-2H-pyrano[2,3-f]chromen-8-one (11a) (400 mg, 1.16 mmol) and platinum oxide poisoned with ammonia (100 mg) in toluene (50 mL) was hydrogenated under atmospheric pressure of hydrogen at ambient temperature for 2 hours. Column chromatography on silica gel eluted with 30% ethyl acetate in hexanes and subsequent crystallization from 20% acetone in hexanes provided 252 mg of 12a (63% yield). 1H NMR (CDCl3): 1.02 (t, J=7.5 Hz, 3H), 1.22 ... Starting materials: CCCCCCn1c(=O)c2[nH]cnc2n(C)c1=O, CCCCCC, CP(C)(=O)CCl, [Na]. As a reaction SMILES: [CH2:2]([CH2:3][CH2:4][CH2:5][CH2:6][CH3:7])[n:8]1[c:9](=[O:10])[n:11]([CH3:19])[c:12]2[n:13][cH:14][nH:15][c:16]2[c:17]1=[O:18].[CH3:26][CH2:27][CH2:28][CH2:29][CH2:30][CH3:31].[Cl:20][CH2:21][P:22]([CH3:23])([CH3:24])=[O:25].[Na:1]>>[CH2:2]([CH2:3][CH2:4][CH2:5][CH2:6][CH3:7])[n:8]1[c:9](=[O:10])[n:11]([CH3:19])[c:12]2[n:13][cH:14][n:15]([CH2:21][P:22]([CH3:23])([CH3:24])=[O:25])[c:16]2[c:17]1=[O:18]. The product is CCCCCCn1c(=O)c2c(ncn2CP(C)(C)=O)n(C)c1=O. Starting materials: Cl.Cl.FC=1C=C(C=CC1OC1=C2C(=NC=C1)C=C(S2)C2=CC=C(C=C2)N2CCNCC2)NC(=S)NC(CC2=CC=CC=C2)=O (N-(3-Fluoro-4-(2-(4-(piperazin-1-yl)phenyl)thieno[3,2-b]pyridin-7-yloxy)phenylcarbamothioyl)-2-phenylacetamide di-hydrochloride), FC1=C(OC=2C3=C(N=CN2)C=C(S3)C(=O)N3CC(CC3)NC(OC(C)(C)C)=O)C=CC(=C1)NC(=S)NC(CC1=CC=CC=C1)=O (tert-Butyl 1-(4-(2-fluoro-4-(3-(2-phenylacetyl)thioureido)phenoxy)thieno[3,2-d]pyrimidine-6-carbonyl)pyrrolidin-3-ylcarbamate), Boc, Boc. The product is Cl.NC1CN(CC1)C(=O)C1=CC=2N=CN=C(C2S1)OC1=C(C=C(C=C1)NC(=S)NC(CC1=CC=CC=C1)=O)F (N-(4-(6-(3-Aminopyrrolidine-1-carbonyl)thieno[3,2-d]pyrimidin-4-yloxy)-3-fluorophenylcarbamothioyl)-2-phenylacetamide hydrochloride). Yield: 40.0%. RXN SMILES: [ClH:1].Cl.FC1C=C(NC(NC(=O)CC2C=CC=CC=2)=S)C=CC=1OC1C=CN=C2C=C(C3C=CC(N4CCNCC4)=CC=3)SC=12.[F:45][C:46]1[CH:76]=[C:75]([NH:77][C:78]([NH:80][C:81](=[O:89])[CH2:82][C:83]2[CH:88]=[CH:87][CH:86]=[CH:85][CH:84]=2)=[S:79])[CH:74]=[CH:73][C:47]=1[O:48][C:49]1[C:50]2[S:57][C:56]([C:58]([N:60]3[CH2:64][CH2:63][CH:62]([NH:65]C(=O)OC(C)(C)C)[CH2:61]3)=[O:59])=[CH:55][C:51]=2[N:52]=[CH:53][N:54]=1>>[ClH:1].[NH2:65][CH:62]1[CH2:63][CH2:64][N:60]([C:58]([C:56]2[S:57][C:50]3[C:49]([O:48][C:47]4[CH:73]=[CH:74][C:75]([NH:77][C:78]([NH:80][C:81](=[O:89])[CH2:82][C:83]5[CH:84]=[CH:85][CH:86]=[CH:87][CH:88]=5)=[S:79])=[CH:76][C:46]=4[F:45])=[N:54][CH:53]=[N:52][C:51]=3[CH:55]=2)=[O:59])[CH2:61]1 |f:0.1.2,4.5|. Procedure details: Following the procedure described above for the synthesis of compound 159 (scheme 30, example 121) but substituting Boc-protected amino compound 158 for the Boc-protected amino compound 26l, title compound 191 was obtained in 40% yield. 1H NMR (400 MHz, DMSO-d6) δ (ppm): 8.77 (s, 1H), 8.12 (s, 0.5H), 8.06 (s, 0.5H), 7.92(dd, J=2.4 and 12.0 Hz, 1H), 7.54(t, J=8.4 Hz, 1H), 7.48(dd, J=2.4 and 8.4 Hz, 1H), 7.36-7.31 (m, 4H), 7.30-7.25 (m, 1H), 4.2-3.80 (m, 1H), 3.08 (s, 2H), 3.80-3.50 (m, 4H), 2.10-...